From a dataset of the Open Reaction Database (ORD), a public repository of structured organic reaction records. describe an organic reaction: reactants, conditions, products, and yield The reactants are O=C1CCN(Cc2ccccc2)CC1, CCOCC, [Li]C. Product: CC1(O)CCN(Cc2ccccc2)CC1. As a reaction SMILES: [CH2:1]([c:2]1[cH:3][cH:4][cH:5][cH:6][cH:7]1)[N:8]1[CH2:9][CH2:10][C:11](=[O:14])[CH2:12][CH2:13]1.[CH3:17][CH2:18][O:19][CH2:20][CH3:21].[Li:15][CH3:16]>>[CH2:1]([c:2]1[cH:3][cH:4][cH:5][cH:6][cH:7]1)[N:8]1[CH2:9][CH2:10][C:11]([OH:14])([CH3:16])[CH2:12][CH2:13]1. Starting materials: ClC=1C=C(C=CC1OC)NC1=NC(=NC(=C1)C1=CC=CC=C1)SCC ((3-chloro-4-methoxyphenyl)-(2-ethylsulfanyl-6-phenylpyrimidin-4-yl)amine), Br (hydrobromic acid), O (water). Reaction conditions: temperature 30 celsius. Yields the product ClC=1C=C(C=CC1O)NC1=NC(=NC(=C1)C1=CC=CC=C1)O (4-(3-chloro-4-hydroxyphenylamino)-6-phenylpyrimidin-2-ol). RXN SMILES: [Cl:1][C:2]1[CH:3]=[C:4]([NH:10][C:11]2[CH:16]=[C:15]([C:17]3[CH:22]=[CH:21][CH:20]=[CH:19][CH:18]=3)[N:14]=[C:13](SCC)[N:12]=2)[CH:5]=[CH:6][C:7]=1[O:8]C.Br.[OH2:27]>>[Cl:1][C:2]1[CH:3]=[C:4]([NH:10][C:11]2[CH:16]=[C:15]([C:17]3[CH:22]=[CH:21][CH:20]=[CH:19][CH:18]=3)[N:14]=[C:13]([OH:27])[N:12]=2)[CH:5]=[CH:6][C:7]=1[OH:8]. Reported procedure: A mixture of compound (3-chloro-4-methoxyphenyl)-(2-ethylsulfanyl-6-phenylpyrimidin-4-yl)amine and 47% hydrobromic acid solution in water (10 mL) was stirred at refluxing temperature for 12 hours. The reaction mixture was cooled to temperature in the range of 20-40° C. and excess of acid was removed under vacuum. The mixture was then neutralized with ammonia solution. The solid thus obtained was filtered off and dried under vacuum to afford the title compound as a pale brown color solid. Starting materials: ClC(=O)OCC(C)(C)C (Neopentyl chloroformate), ClCCl (dichloromethane), N1C[C@H](CC1)O ((3S)-pyrrolidin-3-ol), C([O-])(O)=O.[Na+] (sodium bicarbonate). Solvent: O (water). Conditions: time 1.5 hour. Yields the product O[C@@H]1CN(CC1)C(=O)OCC(C)(C)C (2,2-dimethylpropyl (3S)-3-hydroxypyrrolidine-1-carboxylate). As a reaction SMILES: ClCCl.C(=O)(O)[O-].[Na+].[NH:9]1[CH2:13][CH2:12][C@H:11]([OH:14])[CH2:10]1.Cl[C:16]([O:18][CH2:19][C:20]([CH3:23])([CH3:22])[CH3:21])=[O:17]>O>[OH:14][C@H:11]1[CH2:12][CH2:13][N:9]([C:16]([O:18][CH2:19][C:20]([CH3:23])([CH3:22])[CH3:21])=[O:17])[CH2:10]1 |f:1.2|. Procedure details: To a mixture of dichloromethane (5 mL) and water (5 mL) was added sodium bicarbonate (0.96 g, 11 mmol), followed by (3S)-pyrrolidin-3-ol (1.00 g, 11.5 mmol). Neopentyl chloroformate (1.71 mL, 11.5 mmol) was then added dropwise, and the resulting suspension was stirred at room temperature for 1.5 hours. Chromatography over silica gel, eluting with hexanes/ethyl acetate, afforded the title compound. 1H NMR (500 MHz, CDCl3) δ 4.50 (br s, 1H), 3.81-3.77 (m, 2H), 3.59-3.41 (m, 4H), 2.07-1.96 (m, 2H),... Starting materials: C(C)(C)C1=NN=C(O1)C1=CC=C(C(=O)N)C=C1 (4-(5-isopropyl-1,3,4-oxadiazol-2-yl)benzamide), C(C(=O)Cl)(=O)Cl (oxalyl chloride). Run in C(CCl)Cl (EDC). The product is C(C)(C)C1=NN=C(O1)C1=CC=C(C(=O)N=C=O)C=C1 (4-(5-isopropyl-1,3,4-oxadiazol-2-yl)benzoyl isocyanate). Reaction SMILES: [CH:1]([C:4]1[O:8][C:7]([C:9]2[CH:17]=[CH:16][C:12]([C:13]([NH2:15])=[O:14])=[CH:11][CH:10]=2)=[N:6][N:5]=1)([CH3:3])[CH3:2].C(Cl)(=O)[C:19](Cl)=[O:20]>C(Cl)CCl>[CH:1]([C:4]1[O:8][C:7]([C:9]2[CH:17]=[CH:16][C:12]([C:13]([N:15]=[C:19]=[O:20])=[O:14])=[CH:11][CH:10]=2)=[N:6][N:5]=1)([CH3:3])[CH3:2]. Procedure details: The title compound was prepared according to the procedure described in step-2 of Intermediate-8 by using 4-(5-isopropyl-1,3,4-oxadiazol-2-yl)benzamide (0.200 g), oxalyl chloride (0.012 mL) and EDC (15 mL) to afford 0.150 g of the desired product. The reactants are BrC=1C(=NC=CC1)OC1=CC=C(C=C1)NC1=NC=C(C=C1)C (N-(4-(3-bromopyridin-2-yloxy)phenyl)-5-methylpyridin-2-amine), COC1=NC=CC(=C1)B(O)O (2-methoxypyridin-4-ylboronic acid), trans-dichlorobis(triphenylphosphine) palladium (II), C([O-])([O-])=O.[Na+].[Na+] (sodium carbonate). The solvent is COCCOC (DME), O (water). Reaction conditions: temperature 100 celsius. The product is COC1=NC=CC(=C1)C=1C(=NC=CC1)OC1=CC=C(C=C1)NC1=NC=C(C=C1)C (N-(4-(2′-METHOXY-3,4′-BIPYRIDIN-2-YLOXY)PHENYL)-5-METHYLPYRIDIN-2-AMINE). Reaction SMILES: Br[C:2]1[C:3]([O:8][C:9]2[CH:14]=[CH:13][C:12]([NH:15][C:16]3[CH:21]=[CH:20][C:19]([CH3:22])=[CH:18][N:17]=3)=[CH:11][CH:10]=2)=[N:4][CH:5]=[CH:6][CH:7]=1.[CH3:23][O:24][C:25]1[CH:30]=[C:29](B(O)O)[CH:28]=[CH:27][N:26]=1.C(=O)([O-])[O-].[Na+].[Na+]>COCCOC.O>[CH3:23][O:24][C:25]1[CH:30]=[C:29]([C:2]2[C:3]([O:8][C:9]3[CH:14]=[CH:13][C:12]([NH:15][C:16]4[CH:21]=[CH:20][C:19]([CH3:22])=[CH:18][N:17]=4)=[CH:11][CH:10]=3)=[N:4][CH:5]=[CH:6][CH:7]=2)[CH:28]=[CH:27][N:26]=1 |f:2.3.4|. Reported procedure: To a glass microwave vial was added N-(4-(3-bromopyridin-2-yloxy)phenyl)-5-methylpyridin-2-amine (0.2017 g, 0.566 mmol), 2-methoxypyridin-4-ylboronic acid, trans-dichlorobis(triphenylphosphine) palladium (II) (0.032 g, 0.045 mmol), and sodium carbonate (0.300 g, 2.83 mmol) in DME (0.906 mL) and water (0.226 mL). The reaction mixture was stirred and heated in a Biotage Initiator microwave reactor at 100° C. for 30 min. The crude product was purified by chromatography to give the title compound. M... Run in CN(C=O)C (N,N-dimethylformamide). Isolated yield 84.3%. Run at temperature 70 celsius, time 24 hour. The product is BrC=1C=C(C=CC1OCC(C)C)C=1SC(=C(N1)C)C(=O)O (2-(3-bromo-4-isobutyloxyphenyl)-4-methyl-5-thiazolecarboxylic acid). Reactants: BrC=1C=C(C=CC1O)C=1SC(=C(N1)C)C(=O)OCC (ethyl 2-(3-bromo-4-hydroxyphenyl)-4-methyl-5-thiazolecarboxylate), O (water), C([O-])([O-])=O.[K+].[K+] (potassium carbonate), C(C(C)C)Br (isobutyl bromide). Reported procedure: 340 mg of the phenol derivative prepared in step (1) was suspended in 5 ml of N,N-dimethylformamide, 690 mg of anhydrous potassium carbonate and 690 mg of isobutyl bromide were added thereto, and the mixture was stirred at 70° C. for 24 hours. After the completion of the reaction, the reaction product was poured into water, and the mixture was extracted with ether. The organic layer was concentrated to give a crystalline product. This product was hydrolyzed by a conventional process and purified... RXN SMILES: [Br:1][C:2]1[CH:3]=[C:4]([C:9]2[S:10][C:11]([C:15]([O:17]CC)=[O:16])=[C:12]([CH3:14])[N:13]=2)[CH:5]=[CH:6][C:7]=1[OH:8].C(=O)([O-])[O-].[K+].[K+].[CH2:26](Br)[CH:27]([CH3:29])[CH3:28].O>CN(C)C=O>[Br:1][C:2]1[CH:3]=[C:4]([C:9]2[S:10][C:11]([C:15]([OH:17])=[O:16])=[C:12]([CH3:14])[N:13]=2)[CH:5]=[CH:6][C:7]=1[O:8][CH2:26][CH:27]([CH3:29])[CH3:28] |f:1.2.3|. The reactants are C(\C=C\C(=O)O)(=O)O.C(C)[C@H]1N(CCNC1)C(=O)OCC1=CC=C(C=C1)OC(F)F ((R)-4-Difluoromethoxybenzyl 2-ethylpiperazine-1-carboxylate fumarate), FC(OC1=CC=C(CO)C=C1)F (4-difluoromethoxybenzyl alcohol). Product: C(\C=C\C(=O)O)(=O)O.C[C@H]1N(CCNC1)C(=O)OCC1=CC=C(C=C1)OC(F)F ((R)-4-Difluoromethoxybenzyl 2-methylpiperazine-1-carboxylate fumarate), product. Isolated yield 24.0%. Reaction SMILES: [C:1]([OH:8])(=[O:7])/[CH:2]=[CH:3]/[C:4]([OH:6])=[O:5].[CH2:9]([C@@H:11]1[CH2:16][NH:15][CH2:14][CH2:13][N:12]1[C:17]([O:19][CH2:20][C:21]1[CH:26]=[CH:25][C:24]([O:27][CH:28]([F:30])[F:29])=[CH:23][CH:22]=1)=[O:18])C.FC(F)OC1C=CC(CO)=CC=1>>[C:1]([OH:8])(=[O:7])/[CH:2]=[CH:3]/[C:4]([OH:6])=[O:5].[CH3:9][C@@H:11]1[CH2:16][NH:15][CH2:14][CH2:13][N:12]1[C:17]([O:19][CH2:20][C:21]1[CH:26]=[CH:25][C:24]([O:27][CH:28]([F:30])[F:29])=[CH:23][CH:22]=1)=[O:18] |f:0.1,3.4|. Procedure details: (R)-4-Difluoromethoxybenzyl 2-methylpiperazine-1-carboxylate fumarate was prepared from (R) 1-chlorocarbonyl-2-methyl-4-tert-butoxycarbonylpiperazine and 4-difluoromethoxybenzyl alcohol according to the methods described for Examples 48 and 54 to give the product as a white solid (24.0%); melting point 123.9–124.5° C.; NMR δH (400 MHz, DMSO-d6) 1.174(3H, d, J 7.0 Hz), 2.622(1H, m), 3.003(2H, m), 3.766(1H, dd, J 2.5, 13 Hz), 4.187(1H, m), 5.067(2H, m), 6.542 (2H, s), 7.178(2H, d, J 9.0 Hz), 7.244... Starting materials: BrCC1CCCCO1, O=C([O-])[O-], CCCCc1n[nH]c(=O)n1Cc1ccc(-c2ccccc2C#N)cc1, CN(C)C=O, CCOC(C)=O, [K+], [K+]. Yields the product CCCCc1nn(CC2CCCCO2)c(=O)n1Cc1ccc(-c2ccccc2C#N)cc1. RXN SMILES: [Br:32][CH2:33][CH:34]1[O:35][CH2:36][CH2:37][CH2:38][CH2:39]1.[C:26](=[O:27])([O-:28])[O-:29].[CH2:1]([CH2:2][CH2:3][CH3:4])[c:5]1[n:6][nH:7][c:8](=[O:25])[n:9]1[CH2:10][c:11]1[cH:12][cH:13][c:14](-[c:17]2[c:18]([C:23]#[N:24])[cH:19][cH:20][cH:21][cH:22]2)[cH:15][cH:16]1.[CH3:40][N:41]([CH3:42])[CH:43]=[O:44].[CH3:45][CH2:46][O:47][C:48](=[O:49])[CH3:50].[K+:30].[K+:31]>>[CH2:1]([CH2:2][CH2:3][CH3:4])[c:5]1[n:6][n:7]([CH2:33][CH:34]2[O:35][CH2:36][CH2:37][CH2:38][CH2:39]2)[c:8](=[O:25])[n:9]1[CH2:10][c:11]1[cH:12][cH:13][c:14](-[c:17]2[c:18]([C:23]#[N:24])[cH:19][cH:20][cH:21][cH:22]2)[cH:15][cH:16]1. Starting materials: CCOCC, CC(C)O, FB(F)F, Oc1ccccc1, O=P(O)(O)O. The product is CC(C)c1ccccc1O. Reaction SMILES: [CH3:12][CH2:13][O:14][CH2:15][CH3:16].[CH:8]([CH3:9])([CH3:10])[OH:11].[F:17][B:18]([F:19])[F:20].[OH:1][c:2]1[cH:3][cH:4][cH:5][cH:6][cH:7]1.[P:21](=[O:22])([OH:23])([OH:24])[OH:25]>>[OH:1][c:2]1[c:3]([CH:8]([CH3:9])[CH3:10])[cH:4][cH:5][cH:6][cH:7]1. The reactants are CC(=O)O, CC(C)c1ccc2oc3cc(C#N)c(N)nc3c(=O)c2c1, O=N[O-], [Na+], O. Yields the product CC(C)c1ccc2oc3cc(C#N)c(O)nc3c(=O)c2c1. RXN SMILES: [CH3:27][C:28](=[O:29])[OH:30].[CH:1]([CH3:2])([CH3:3])[c:4]1[cH:5][cH:6][c:7]2[o:8][c:9]3[cH:10][c:11]([C:20]#[N:21])[c:12]([NH2:19])[n:13][c:14]3[c:15](=[O:18])[c:16]2[cH:17]1.[N:22](=[O:23])[O-:24].[Na+:25].[OH2:26]>>[CH:1]([CH3:2])([CH3:3])[c:4]1[cH:5][cH:6][c:7]2[o:8][c:9]3[cH:10][c:11]([C:20]#[N:21])[c:12]([OH:23])[n:13][c:14]3[c:15](=[O:18])[c:16]2[cH:17]1.